From a dataset of the Open Reaction Database (ORD), a public repository of structured organic reaction records. describe an organic reaction: reactants, conditions, products, and yield Starting materials: C(C)(C)(C)P(C1=C(C=CC=C1)C1=C(C=C(C=C1C(C)C)C(C)C)C(C)C)C(C)(C)C (Di-tert-butyl(2′,4′,6′-triisopropylbiphenyl-2-yl)phosphine), ClC1=CC(=C(C=C1)C1CC(C(C1)=O)(C)C)F (4-(4-chloro-2-fluoro-phenyl)-2,2-dimethyl-cyclopentanone), CN1C(CCC1)=O (N-methylpyrrolidone), π-Allylpalladium(II) chloride dimer. The reagents and catalysts are [C-]#N.[Zn+2].[C-]#N (zinc cyanide). Conditions: time 15 minute. Yields the product CC1(CC(CC1=O)C1=C(C=C(C#N)C=C1)F)C (4-(3,3-Dimethyl-4-oxo-cyclopentyl)-3-fluoro-benzonitrile). Yield: 97.0%. RXN SMILES: C(P(C(C)(C)C)C1C=CC=CC=1C1C(C(C)C)=CC(C(C)C)=CC=1C(C)C)(C)(C)C.Cl[C:32]1[CH:37]=[CH:36][C:35]([CH:38]2[CH2:42][C:41](=[O:43])[C:40]([CH3:45])([CH3:44])[CH2:39]2)=[C:34]([F:46])[CH:33]=1.[CH3:47][N:48]1CCCC1=O>[C-]#N.[Zn+2].[C-]#N>[CH3:44][C:40]1([CH3:45])[C:41](=[O:43])[CH2:42][CH:38]([C:35]2[CH:36]=[CH:37][C:32]([C:47]#[N:48])=[CH:33][C:34]=2[F:46])[CH2:39]1 |f:3.4.5|. Procedure details: Di-tert-butyl(2′,4′,6′-triisopropylbiphenyl-2-yl)phosphine (1.75 g, 4.11 mmol) is added to a solution of 4-(4-chloro-2-fluoro-phenyl)-2,2-dimethyl-cyclopentanone (33 g, 137.10 mmol), zinc cyanide (9.66 g, 82.26 mmol), and N-methylpyrrolidone (148.50 mL) at 125° C. and the mixture is stirred for 15 minutes. π-Allylpalladium(II) chloride dimer (0.76 g, 4.11 mmol) is added to the solution and the mixture is stirred for 30 minutes. Diatomaceous earth (15 g) is added and the mixture is cooled to rt. ... The reactants are C1CNCCN1, CC#N, O=C(CCl)Nc1cccc(-c2cnc3ccccc3n2)c1. Yields the product O=C(CN1CCNCC1)Nc1cccc(-c2cnc3ccccc3n2)c1. Reaction SMILES: [CH2:22]1[CH2:23][NH:24][CH2:25][CH2:26][NH:27]1.[CH3:28][C:29]#[N:30].[Cl:1][CH2:2][C:3](=[O:4])[NH:5][c:6]1[cH:7][c:8](-[c:12]2[n:13][c:14]3[cH:15][cH:16][cH:17][cH:18][c:19]3[n:20][cH:21]2)[cH:9][cH:10][cH:11]1>>[CH2:2]([C:3](=[O:4])[NH:5][c:6]1[cH:7][c:8](-[c:12]2[n:13][c:14]3[cH:15][cH:16][cH:17][cH:18][c:19]3[n:20][cH:21]2)[cH:9][cH:10][cH:11]1)[N:24]1[CH2:23][CH2:22][NH:27][CH2:26][CH2:25]1. The reactants are CCN=C=NCCCN(C)C, CN(C)c1ccncc1, ClCCl, Cl, O=C(O)c1c(F)c(F)c(F)c(F)c1F, OCc1ccccc1. Product: O=C(OCc1ccccc1)c1c(F)c(F)c(F)c(F)c1F. RXN SMILES: [CH3:24][N:25]([CH3:26])[CH2:27][CH2:28][CH2:29][N:30]=[C:31]=[N:32][CH2:33][CH3:34].[CH3:35][N:36]([CH3:37])[c:38]1[cH:39][cH:40][n:41][cH:42][cH:43]1.[Cl:44][CH2:45][Cl:46].[ClH:23].[F:1][c:2]1[c:3]([C:4](=[O:5])[OH:6])[c:7]([F:14])[c:8]([F:13])[c:9]([F:12])[c:10]1[F:11].[OH:15][CH2:16][c:17]1[cH:18][cH:19][cH:20][cH:21][cH:22]1>>[F:1][c:2]1[c:3]([C:4]([O:5][CH2:16][c:17]2[cH:18][cH:19][cH:20][cH:21][cH:22]2)=[O:6])[c:7]([F:14])[c:8]([F:13])[c:9]([F:12])[c:10]1[F:11]. Reactants: C1(CC1)C1(CCN(CC1)C(=O)OC(C)(C)C)C(=O)OCC (1-tert-Butyl 4-ethyl 4-cyclopropylpiperidine-1,4-dicarboxylate), O1CCOCC1 (dioxane), Cl (Hydrogen chloride). Yields the product Cl.C1(CC1)C1(CCNCC1)C(=O)OCC (Ethyl 4-cyclopropylpiperidine-4-carboxylate hydrochloride). RXN SMILES: [CH:1]1([C:4]2([C:17]([O:19][CH2:20][CH3:21])=[O:18])[CH2:9][CH2:8][N:7](C(OC(C)(C)C)=O)[CH2:6][CH2:5]2)[CH2:3][CH2:2]1.O1CCOCC1.[ClH:28]>>[ClH:28].[CH:1]1([C:4]2([C:17]([O:19][CH2:20][CH3:21])=[O:18])[CH2:9][CH2:8][NH:7][CH2:6][CH2:5]2)[CH2:2][CH2:3]1 |f:3.4|. Procedure: 1-tert-Butyl 4-ethyl 4-cyclopropylpiperidine-1,4-dicarboxylate (164 mg, 0.55 mmol) was stirred at rt in 4M Hydrogen chloride in dioxane (2 mL, 8 mmol) for 35 minutes. The volatiles were removed and the residue dried under high vacuum to afford the desired product as a crystalline solid (129 mg). 1H NMR (MeOD) δ 4.22 (q, J=7.1 Hz, 2H), 3.38 (dd, J=10.5, 2.7 Hz, 2H), 2.99-2.82 (m, 2H), 2.23 (dd, J=14.6, 2.2 Hz, 2H), 1.74 (td, J=14.3, 4.2 Hz, 2H), 1.29 (t, J=7.1 Hz, 3H), 1.11-0.96 (m, 1H), 0.50-0.4... Starting materials: C/C(/C(=O)O)=C\CCCCC1=CC=CC=C1 ((E)-2-Methyl-7-phenyl-hept-2-enoic acid), COC1=CC=C(C=C1)S (4-methoxybenzenethiol), N1CCCCC1 (piperidine). Run at temperature 85 celsius. Product: COC1=CC=C(C=C1)SC(C(C(=O)O)C)CCCCC1=CC=CC=C1 ((±)-3-(4-Methoxyphenylsulfanyl)-2-methyl-7-phenylheptanoic acid). Yield: 25.1%. RXN SMILES: [CH3:1]/[C:2](=[CH:6]\[CH2:7][CH2:8][CH2:9][CH2:10][C:11]1[CH:16]=[CH:15][CH:14]=[CH:13][CH:12]=1)/[C:3]([OH:5])=[O:4].[CH3:17][O:18][C:19]1[CH:24]=[CH:23][C:22]([SH:25])=[CH:21][CH:20]=1.N1CCCCC1>>[CH3:17][O:18][C:19]1[CH:24]=[CH:23][C:22]([S:25][CH:6]([CH2:7][CH2:8][CH2:9][CH2:10][C:11]2[CH:12]=[CH:13][CH:14]=[CH:15][CH:16]=2)[CH:2]([CH3:1])[C:3]([OH:5])=[O:4])=[CH:21][CH:20]=1. Procedure: (E)-2-Methyl-7-phenyl-hept-2-enoic acid (2.2 g, 10 mmol), 4-methoxybenzenethiol (2.8 g, 20 mmol) and piperidine (0.1 mL, 1 mmol) are combined and heated at 85° C. for 12 hours. The reaction is cooled and purified by gradient elution chromatography (silica, 35 to 100% ether in petroleum ether) to yield (±)-3-(4-Methoxyphenylsulfanyl)-2-methyl-7-phenylheptanoic acid (0.9 g, 25%) as a 50/50 mixture of diastereomers: 1H NMR (300 MHz, CDCl3) δ 7.39-7.34 (m, 2H), 7.29-7.25 (m, 2H), 7.20-7.11 (m, 3H), ... As a reaction SMILES: [Al+3:2].[C:5]1(=[O:12])[C:6](=[CH2:7])[CH2:8][C:9](=[O:10])[O:11]1.[CH2:13]([CH3:14])[c:15]1[o:16][c:17]2[c:18]([cH:19]1)[cH:20][cH:21][cH:22][cH:23]2.[Cl-:1].[Cl-:3].[Cl-:4].[Cl:25][CH2:26][C:27]([Cl:28])([Cl:29])[Cl:30].[ClH:24]>>[C:5]([C:6](=[CH2:7])[CH2:8][C:9](=[O:10])[c:19]1[c:15]([CH2:13][CH3:14])[o:16][c:17]2[c:18]1[cH:20][cH:21][cH:22][cH:23]2)(=[O:11])[OH:12]. The reactants are [Al+3], C=C1CC(=O)OC1=O, CCc1cc2ccccc2o1, [Cl-], [Cl-], [Cl-], ClCC(Cl)(Cl)Cl, Cl. Yields the product C=C(CC(=O)c1c(CC)oc2ccccc12)C(=O)O.